Dataset: the Open Reaction Database (ORD), a public repository of structured organic reaction records. Task: describe an organic reaction: reactants, conditions, products, and yield Starting materials: COc1ccc(CN)cc1, c1ccc(C(c2ccccc2)C2CC3OC3CO2)cc1. Product: COc1ccc(CNC2CC(C(c3ccccc3)c3ccccc3)OCC2O)cc1. Reaction SMILES: [CH3:21][O:22][c:23]1[cH:24][cH:25][c:26]([CH2:27][NH2:28])[cH:29][cH:30]1.[CH:1]([c:2]1[cH:3][cH:4][cH:5][cH:6][cH:7]1)([c:8]1[cH:9][cH:10][cH:11][cH:12][cH:13]1)[CH:14]1[O:15][CH2:16][CH:17]2[O:18][CH:19]2[CH2:20]1>>[CH:1]([c:2]1[cH:3][cH:4][cH:5][cH:6][cH:7]1)([c:8]1[cH:9][cH:10][cH:11][cH:12][cH:13]1)[CH:14]1[O:15][CH2:16][CH:17]([OH:18])[CH:19]([NH:28][CH2:27][c:26]2[cH:25][cH:24][c:23]([O:22][CH3:21])[cH:30][cH:29]2)[CH2:20]1.